From a dataset of the Open Reaction Database (ORD), a public repository of structured organic reaction records. describe an organic reaction: reactants, conditions, products, and yield Starting materials: O.NN (hydrazine monohydrate), C(#N)C1=C(C=C(C=C1)C1=CC(=NC(=N1)NC)N1CC(CC1C)C(=O)NCC1=CC=CC=C1)F (racemic (3S,5R)-1-[6-(4-cyano-3-fluorophenyl)-2-(methylamino)-4-pyrimidinyl]-5-methyl-N-(phenylmethyl)-3-pyrrolidinecarboxamide), O.NN (hydrazine monohydrate). Run in CCO (EtOH). Conditions: temperature 100 celsius. The product is NC1=NNC2=CC(=CC=C12)C1=CC(=NC(=N1)NC)N1C[C@H](C[C@H]1C)C(=O)NCC1=CC=CC=C1 (cis-1-[6-(3-amino-1H-indazol-6-yl)-2-(methylamino)-4-pyrimidinyl]-5-methyl-N-(phenylmethyl)-3-pyrrolidinecarboxamide). RXN SMILES: [C:1]([C:3]1[CH:8]=[CH:7][C:6]([C:9]2[N:14]=[C:13]([NH:15][CH3:16])[N:12]=[C:11]([N:17]3[CH:21]([CH3:22])[CH2:20][CH:19]([C:23]([NH:25][CH2:26][C:27]4[CH:32]=[CH:31][CH:30]=[CH:29][CH:28]=4)=[O:24])[CH2:18]3)[CH:10]=2)=[CH:5][C:4]=1F)#[N:2].O.[NH2:35][NH2:36]>CCO>[NH2:2][C:1]1[C:3]2[C:4](=[CH:5][C:6]([C:9]3[N:14]=[C:13]([NH:15][CH3:16])[N:12]=[C:11]([N:17]4[C@H:21]([CH3:22])[CH2:20][C@H:19]([C:23]([NH:25][CH2:26][C:27]5[CH:32]=[CH:31][CH:30]=[CH:29][CH:28]=5)=[O:24])[CH2:18]4)[CH:10]=3)=[CH:7][CH:8]=2)[NH:36][N:35]=1 |f:1.2|. Procedure: To a suspension of racemic (3S,5R)-1-[6-(4-cyano-3-fluorophenyl)-2-(methylamino)-4-pyrimidinyl]-5-methyl-N-(phenylmethyl)-3-pyrrolidinecarboxamide (360 mg total, 0.81 mmol) in EtOH (50 mL) at room temperature was added hydrazine monohydrate (2 mL) in one portion. The suspension was heated in an oil bath to 100° C. for 20 hours. LCMS showed there was still 40% starting material remaining. To the mixture was added 2 mL of hydrazine monohydrate, followed by heating to 100° C. for another 24 h. LCMS... Starting materials: CC(=O)[O-], CO, CC(C)C=O, NCC(=O)NCC(N)=O, [Na+], [Na+], O=C([O-])[O-], CC(C)COC(=O)CC1CO1, O. As a reaction SMILES: [CH3:10][C:11](=[O:12])[O-:13].[CH3:36][OH:37].[CH:14]([CH:15]([CH3:16])[CH3:17])=[O:18].[NH2:1][CH2:2][C:3](=[O:4])[NH:5][CH2:6][C:7](=[O:8])[NH2:9].[Na+:19].[Na+:20].[O-:21][C:22](=[O:23])[O-:24].[O:25]1[CH:26]([CH2:27][C:28](=[O:29])[O:30][CH2:31][CH:32]([CH3:33])[CH3:34])[CH2:35]1.[OH2:38]>>[N:1]1([CH2:35][CH:26]([OH:25])[CH2:27][C:28](=[O:29])[O:30][CH2:31][CH:32]([CH3:33])[CH3:34])[CH2:2][C:3](=[O:4])[N:5]([CH2:6][C:7](=[O:8])[NH2:9])[CH:14]1[CH:15]([CH3:16])[CH3:17]. Product: CC(C)COC(=O)CC(O)CN1CC(=O)N(CC(N)=O)C1C(C)C. The reactants are ClC1=NC=C(C=C1Cl)C(F)(F)F (2,3-Dichloro-5-trifluoromethylpyridine), [N+](=O)([O-])C1=CC=C(C=C1)O (4-nitrophenol), C([O-])([O-])=O.[K+].[K+] (potassium carbonate). Solvent: C(C)C(=O)C (methyl ethyl ketone). Product: ClC=1C(=NC=C(C1)C(F)(F)F)OC1=CC=C(C=C1)[N+](=O)[O-] (3-Chloro-5-trifluoromethyl-2-(4-nitrophenoxy)pyridine). As a reaction SMILES: Cl[C:2]1[C:7]([Cl:8])=[CH:6][C:5]([C:9]([F:12])([F:11])[F:10])=[CH:4][N:3]=1.[N+:13]([C:16]1[CH:21]=[CH:20][C:19]([OH:22])=[CH:18][CH:17]=1)([O-:15])=[O:14].C(=O)([O-])[O-].[K+].[K+]>C(C(C)=O)C>[Cl:8][C:7]1[C:2]([O:22][C:19]2[CH:20]=[CH:21][C:16]([N+:13]([O-:15])=[O:14])=[CH:17][CH:18]=2)=[N:3][CH:4]=[C:5]([C:9]([F:12])([F:11])[F:10])[CH:6]=1 |f:2.3.4|. Reported procedure: 2,3-Dichloro-5-trifluoromethylpyridine (2.16 g, 0.01M) and 4-nitrophenol (1.53 g, 0.011M) were mixed in methyl ethyl ketone (10 ml) containing anhydrous potassium carbonate (2.0 g) and heated at the reflux temperature for 10 hours. The cooled mixture was filtered to remove the solid matter and the filtrate concentrated by evaporation of the solvent under reduced pressure. The residue was triturated with diethyl ether and 3-chloro-5-trifluoromethyl-2-(4-nitrophenoxy)pyridine collected as a buff c... Reactants: COC1=NN=C(S1)N=C=O (5-Methoxy-1,3,4-thiadiazol-2-yl isocyanate), dimethyl acetal, ClCCNC(C=O)COC (2-β-chloroethylamino-3-methoxypropionaldehyde). The solvent is C1=CC=CC=C1 (benzene), C1=CC=CC=C1 (benzene). Product: dimethyl acetal, ClCCN(C(=O)NC=1SC(=NN1)OC)C(C=O)COC (2-[1-β-chloroethyl-3-(5-methoxy-1,3,4-thiadiazol-2-yl)ureido]-3-methoxypropionaldehyde). RXN SMILES: [CH3:1][O:2][C:3]1[S:7][C:6]([N:8]=[C:9]=[O:10])=[N:5][N:4]=1.[Cl:11][CH2:12][CH2:13][NH:14][CH:15]([CH2:18][O:19][CH3:20])[CH:16]=[O:17]>C1C=CC=CC=1>[Cl:11][CH2:12][CH2:13][N:14]([CH:15]([CH2:18][O:19][CH3:20])[CH:16]=[O:17])[C:9]([NH:8][C:6]1[S:7][C:3]([O:2][CH3:1])=[N:4][N:5]=1)=[O:10]. Procedure details: 5-Methoxy-1,3,4-thiadiazol-2-yl isocyanate dimer (0.05 mole), the dimethyl acetal of 2-β-chloroethylamino-3-methoxypropionaldehyde (0.1 mole) and benzene (60 ml) are charged into a glass reaction vessel equipped with a mechanical stirrer, thermometer and reflux condenser. The reaction mixture is heated at reflux for a period of about 30 minutes. After this time the mixture is stripped of benzene under reduced pressure to yield a solid product as the residue. This residue is then recrystallized t... Reactants: O=C([O-])[O-], CS(C)=O, CCOC(C)=O, CC(C)(C)OC(=O)c1ccc(F)cc1, [K+], [K+], OC1CCNC1. Product: CC(C)(C)OC(=O)c1ccc(N2CCC(O)C2)cc1. Reaction SMILES: [C:21](=[O:22])([O-:23])[O-:24].[CH3:27][S:28]([CH3:29])=[O:30].[CH3:31][CH2:32][O:33][C:34]([CH3:35])=[O:36].[F:1][c:2]1[cH:3][cH:4][c:5]([C:6](=[O:7])[O:8][C:9]([CH3:10])([CH3:11])[CH3:12])[cH:13][cH:14]1.[K+:25].[K+:26].[NH:15]1[CH2:16][CH:17]([OH:20])[CH2:18][CH2:19]1>>[c:2]1([N:15]2[CH2:16][CH:17]([OH:20])[CH2:18][CH2:19]2)[cH:3][cH:4][c:5]([C:6](=[O:7])[O:8][C:9]([CH3:10])([CH3:11])[CH3:12])[cH:13][cH:14]1. Starting materials: COC=1C=C(CCO)C=CC1 (3-methoxyphenethyl alcohol), C(C)OC(CCl)OCC (chloroacetaldehyde diethyl acetal), Cl (hydrochloric acid). The solvent is O (water). Product: ClCC1OCCC2=CC(=CC=C12)OC (1-chloromethyl-6-methoxyisochroman). The yield is 9.6%. As a reaction SMILES: [CH3:1][O:2][C:3]1[CH:4]=[C:5]([CH:9]=[CH:10][CH:11]=1)[CH2:6][CH2:7][OH:8].C(O[CH:15](OCC)[CH2:16][Cl:17])C.Cl>O>[Cl:17][CH2:16][CH:15]1[C:9]2[C:5](=[CH:4][C:3]([O:2][CH3:1])=[CH:11][CH:10]=2)[CH2:6][CH2:7][O:8]1. Procedure details: A mixture of 30 g of 3-methoxyphenethyl alcohol, 30 g of chloroacetaldehyde diethyl acetal and 50 ml of concentrated hydrochloric acid was heated at 60°-80° C for 30 minutes, and, after cooling, water was added to the reaction mixture. The resultant oil was extracted into ethyl acetate, rinsed with water and dried. By this procedure was obtained 4.0 g of 1-chloromethyl-6-methoxyisochroman as an oil. The reactants are CC(=O)O, [Cl-], Cl, COC(=O)c1cn2c(n1)COc1ccc([N+](=O)[O-])cc1-2, [Na+], [OH-]. Product: COC(=O)c1cn2c(n1)COc1ccc(N)cc1-2. Reaction SMILES: [CH3:24][C:25](=[O:26])[OH:27].[Cl-:21].[ClH:28].[N+:1]([O-:2])(=[O:3])[c:4]1[cH:5][cH:6][c:7]2[c:8]([cH:20]1)-[n:9]1[c:10]([n:13][c:14]([C:16](=[O:17])[O:18][CH3:19])[cH:15]1)[CH2:11][O:12]2.[Na+:23].[OH-:22]>>[NH2:1][c:4]1[cH:5][cH:6][c:7]2[c:8]([cH:20]1)-[n:9]1[c:10]([n:13][c:14]([C:16](=[O:17])[O:18][CH3:19])[cH:15]1)[CH2:11][O:12]2. Reactants: BrC=1C(=C(C(=O)OC)C(=CC1)CSC1=C(C=CC=C1)OC)O (methyl 3-bromo-2-hydroxy-6-(2-methoxyphenylthiomethyl)benzoate), SC=1C=C(C=CC1)O (3-mercaptophenol), BrC=1C(=C(C(=O)OC)C(=CC1)CBr)OC (methyl 3-bromo-6-bromomethyl-2-methoxybenzoate), BrC=1C(=C(C(=O)OC)C(=CC1)CBr)OC (methyl 3-bromo-6-bromomethyl-2-methoxybenzoate). The product is BrC=1C(=C(C(=O)OC)C(=CC1)CSC1=CC(=CC=C1)O)OC (Methyl 3-bromo-6-(3-hydroxyphenylthiomethyl)-2-methoxybenzoate). RXN SMILES: BrC1C(O)=C(C(CSC2C=CC=CC=2OC)=CC=1)C(OC)=O.[Br:23][C:24]1[C:25]([O:36][CH3:37])=[C:26]([C:31]([CH2:34]Br)=[CH:32][CH:33]=1)[C:27]([O:29][CH3:30])=[O:28].[SH:38][C:39]1[CH:40]=[C:41]([OH:45])[CH:42]=[CH:43][CH:44]=1>>[Br:23][C:24]1[C:25]([O:36][CH3:37])=[C:26]([C:31]([CH2:34][S:38][C:39]2[CH:44]=[CH:43][CH:42]=[C:41]([OH:45])[CH:40]=2)=[CH:32][CH:33]=1)[C:27]([O:29][CH3:30])=[O:28]. Procedure details: Prepared by proceeding in a similar manner to Intermediate 82, starting from methyl 3-bromo-6-bromomethyl-2-methoxybenzoate (Intermediate 89) and 3-mercaptophenol and used without further characterization. The reactants are CN1CCN(c2nc3ccccc3o2)CC1, OCCI, CN(C)C=O. Product: C[N+]1(CCO)CCN(c2nc3ccccc3o2)CC1, [I-]. As a reaction SMILES: [CH3:1][N:2]1[CH2:3][CH2:4][N:5]([c:8]2[o:9][c:10]3[c:11]([n:12]2)[cH:13][cH:14][cH:15][cH:16]3)[CH2:6][CH2:7]1.[I:17][CH2:18][CH2:19][OH:20].[O:21]=[CH:22][N:23]([CH3:24])[CH3:25]>>[CH3:1][N+:2]1([CH2:18][CH2:19][OH:20])[CH2:3][CH2:4][N:5]([c:8]2[o:9][c:10]3[c:11]([n:12]2)[cH:13][cH:14][cH:15][cH:16]3)[CH2:6][CH2:7]1.[I-:17].